Dataset: the Open Reaction Database (ORD), a public repository of structured organic reaction records. Task: describe an organic reaction: reactants, conditions, products, and yield Reactants: CN (methylamine), C1CCOC1 (THF), C(=O)(C=1NC=CN1)C=1NC=CN1 (carbonyl diimidazole), ClC1=C(C=C(C=C1)C1=NNC=C1)CN (2-chloro-5-(1H-pyrazol-3-yl)benzenemethanamine), product, C1CCOC1 (THF). The solvent is ClCCl (dichloromethane), ClCCl (dichloromethane). Run at time 30 minute. Product: ClC1=C(C=C(C=C1)C1=NNC=C1)CNC(=O)NC (N-[[2-chloro-5-(1H-pyrazol-3-yl)phenyl]methyl]-N′-methylurea). RXN SMILES: [Cl:1][C:2]1[CH:7]=[CH:6][C:5]([C:8]2[CH:12]=[CH:11][NH:10][N:9]=2)=[CH:4][C:3]=1[CH2:13][NH2:14].C([C:22]1[NH:23][CH:24]=CN=1)(C1NC=CN=1)=O.CN.C1C[O:32]CC1>ClCCl>[Cl:1][C:2]1[CH:7]=[CH:6][C:5]([C:8]2[CH:12]=[CH:11][NH:10][N:9]=2)=[CH:4][C:3]=1[CH2:13][NH:14][C:24]([NH:23][CH3:22])=[O:32]. Procedure: To a solution of 2-chloro-5-(1H-pyrazol-3-yl)benzenemethanamine (i.e. the product of Step C of Synthesis Example 4) (2.4 g, 11.6 mmol) in THF (12 mL) and dichloromethane (12 mL) at 10° C. was added carbonyl diimidazole (2.8 g, 17.3 mmol). The reaction mixture was stirred at ambient temperature for 30 minutes and then cooled to 0° C. A solution of methylamine in THF (2 M, 12.0 mL, 24 mmol) was added, and the reaction mixture was stirred at ambient temperature for 15 h. The reaction mixture was th... Reactants: FC=1C=CC(=C(C1)NC(CN1CC2N(CC1)C(OC2)(C)C)=O)C (N-(5-fluoro-2-methylphenyl)tetrahydro-3,3-dimethyl-3H-oxazolo[3,4-a]pyrazine-7(8H)-acetamide), Cl (hydrochloric acid), C([O-])([O-])=O.[Na+].[Na+] (sodium carbonate). Yields the product FC=1C=CC(=C(C1)NC(CN1CC(NCC1)CO)=O)C (N-(5-fluoro-2-methylphenyl)-3-(hydroxymethyl)-1-piperazineacetamide). The yield is 59.4%. RXN SMILES: [F:1][C:2]1[CH:3]=[CH:4][C:5]([CH3:23])=[C:6]([NH:8][C:9](=[O:22])[CH2:10][N:11]2[CH2:16][CH2:15][N:14]3C(C)(C)[O:18][CH2:19][CH:13]3[CH2:12]2)[CH:7]=1.Cl.C(=O)([O-])[O-].[Na+].[Na+]>>[F:1][C:2]1[CH:3]=[CH:4][C:5]([CH3:23])=[C:6]([NH:8][C:9](=[O:22])[CH2:10][N:11]2[CH2:16][CH2:15][NH:14][CH:13]([CH2:19][OH:18])[CH2:12]2)[CH:7]=1 |f:2.3.4|. Procedure details: A mixture of 8.5 parts of N-(5-fluoro-2-methylphenyl)tetrahydro-3,3-dimethyl-3H-oxazolo[3,4-a]pyrazine-7(8H)-acetamide and 105.6 parts of hydrochloric acid solution 0.5N was stirred and refluxed for 2 hours. The reaction mixture was cooled to room temperature. The whole was alkalized with sodium carbonate and salted out. The product was extracted with trichloromethane. The extract was washed with water, dried, filtered and evaporated. The residue was purified by column-chromatography over silica...